This data is from the Open Reaction Database (ORD), a public repository of structured organic reaction records. The task is: describe an organic reaction: reactants, conditions, products, and yield Reactants: Cc1ccc(N)c(C)c1Cl, NC(N)=O, O, O=S(=O)(O)O. The product is Cc1ccc(O)c(C)c1Cl. RXN SMILES: [Cl:1][c:2]1[c:3]([CH3:10])[c:4]([NH2:5])[cH:6][cH:7][c:8]1[CH3:9].[NH2:16][C:17](=[O:18])[NH2:19].[OH2:20].[S:11]([OH:12])(=[O:13])(=[O:14])[OH:15]>>[Cl:1][c:2]1[c:3]([CH3:10])[c:4]([OH:12])[cH:6][cH:7][c:8]1[CH3:9]. Reaction SMILES: [CH:1]1([CH:7]([OH:19])/[CH:8]=[CH:9]/[CH:10]2[CH2:17][CH2:16][CH:15]3[CH:11]2[CH2:12][CH2:13][C:14]3=[O:18])[CH2:6][CH2:5][CH2:4][CH2:3][CH2:2]1.[C:20]([Si:24]([CH3:27])([CH3:26])Cl)([CH3:23])([CH3:22])[CH3:21].N1C=CN=C1.O>CN(C)C=O>[Si:24]([O:19][CH:7]([CH:1]1[CH2:2][CH2:3][CH2:4][CH2:5][CH2:6]1)/[CH:8]=[CH:9]/[CH:10]1[CH2:17][CH2:16][CH:15]2[CH:11]1[CH2:12][CH2:13][C:14]2=[O:18])([C:20]([CH3:23])([CH3:22])[CH3:21])([CH3:27])[CH3:26]. The solvent is CN(C=O)C (dimethylformamide). Isolated yield 96.8%. Procedure: A mixture of (E)-2-(3-cyclohexyl-3-hydroxyprop-1-enyl)bicyclo[3,3,0]octan-6-one (41 mg), prepared as described in Reference Example 13, and in the form of (±)-(E)-2β-(3-cyclohexyl-3α-hydroxyprop-1-enyl)bicyclo[3,3,0]octan-6-one, tert-butyldimethylchlorosilane (35 mg), and imidazole (29.5 mg) in dimethylformamide (0.25 ml) was stirred at ambient temperature for 3 hours. Water (2.5 ml) was added and the mixture was extracted with diethyl ether. The combined ethereal extracts were washed with satur... The reactants are C1(CCCCC1)C(/C=C/C1C2CCC(C2CC1)=O)O ((E)-2-(3-cyclohexyl-3-hydroxyprop-1-enyl)bicyclo[3,3,0]octan-6-one), O (Water), (±)-(E)-2β-(3-cyclohexyl-3α-hydroxyprop-1-enyl)bicyclo[3,3,0]octan-6-one, C(C)(C)(C)[Si](Cl)(C)C (tert-butyldimethylchlorosilane), N1C=NC=C1 (imidazole). Product: [Si](C)(C)(C(C)(C)C)OC(/C=C/C1C2CCC(C2CC1)=O)C1CCCCC1 ((E)-2-(3-tert-butyldimethylsilyloxy-3-cyclohexylprop-1-enyl)bicyclo[3,3,0]octan-6-one). Starting materials: C1CSCCN1, CC(C)[O-], CC(C)[O-], CC(C)[O-], CC(C)[O-], CCO, O=CC1(c2ccc(OCCCN3CCCC3)cc2)CCOCC1, [Ti+4]. Yields the product c1cc(C2(CN3CCSCC3)CCOCC2)ccc1OCCCN1CCCC1. Reaction SMILES: [CH2:24]1[CH2:25][S:26][CH2:27][CH2:28][NH:29]1.[CH3:30][CH:31]([CH3:32])[O-:33].[CH3:35][CH:36]([CH3:37])[O-:38].[CH3:39][CH:40]([CH3:41])[O-:42].[CH3:43][CH:44]([CH3:45])[O-:46].[CH3:47][CH2:48][OH:49].[N:1]1([CH2:6][CH2:7][CH2:8][O:9][c:10]2[cH:11][cH:12][c:13]([C:16]3([CH:22]=[O:23])[CH2:17][CH2:18][O:19][CH2:20][CH2:21]3)[cH:14][cH:15]2)[CH2:2][CH2:3][CH2:4][CH2:5]1.[Ti+4:34]>>[N:1]1([CH2:6][CH2:7][CH2:8][O:9][c:10]2[cH:11][cH:12][c:13]([C:16]3([CH2:22][N:29]4[CH2:24][CH2:25][S:26][CH2:27][CH2:28]4)[CH2:17][CH2:18][O:19][CH2:20][CH2:21]3)[cH:14][cH:15]2)[CH2:2][CH2:3][CH2:4][CH2:5]1. Procedure: 3f was synthesised by an analogous procedure to that described for 3a using 2f (0.432 g, 1.35 mmol) and CrCl3(THF)3 (0.51 g, 1.35 mmol). Yield 1.20 g (84%). Anal. Calc. for C19H21Cl3CrN5 (in %): C, 47.77; H, 4.43; N, 14.66. Found C, 47.87; H, 4.35; N, 14.46. IR (KBr, cm−1), υ 3227 (NH, s), υ 1623-1550 (ArC═C, C═N, m), δ 1455, 1478, 1497 (N—H, s, m), υ 1275 (CN, m), δ 753 (CH, s). UV-VIS (DMF, 298 K): λmax/nm=459, 704, 731 (shoulder). +FAB-MS: (m/z): 441 ([M-Cl]+), 406 ([M-2Cl]), 320 ([M-CrCl3]).... Yields the product [Cl-].[Cr+3].N1C(=NC2=C1C=CC=C2)CN(C(C)C)CC2=NC1=C(N2)C=CC=C1.[Cl-].[Cl-] (N,N-bis(1H-benzimidazol-2-ylmethyl)-N-isopropylamine chromium(III) chloride). Reaction SMILES: [Cl-:1].[Cr+3:2].N1C2C=CC=CC=2N=C1CNCC1NC2C=CC=CC=2N=1.[Cl-].[Cl-].[NH:26]1[C:30]2[CH:31]=[CH:32][CH:33]=[CH:34][C:29]=2[N:28]=[C:27]1[CH2:35][N:36]([CH2:40][C:41]1[NH:45][C:44]2[CH:46]=[CH:47][CH:48]=[CH:49][C:43]=2[N:42]=1)[CH:37]([CH3:39])[CH3:38].[K+].[Br-]>CN(C=O)C>[Cl-:1].[Cr+3:2].[NH:26]1[C:30]2[CH:31]=[CH:32][CH:33]=[CH:34][C:29]=2[N:28]=[C:27]1[CH2:35][N:36]([CH2:40][C:41]1[NH:42][C:43]2[CH:49]=[CH:48][CH:47]=[CH:46][C:44]=2[N:45]=1)[CH:37]([CH3:39])[CH3:38].[Cl-:1].[Cl-:1] |f:0.1.2.3.4,6.7,9.10.11.12.13|. Solvent: CN(C)C=O (DMF). Starting materials: [Cl-].[Cr+3].N1C(=NC2=C1C=CC=C2)CNCC2=NC1=C(N2)C=CC=C1.[Cl-].[Cl-] (N,N-bis(1H-benzimidazol-2-ylmethyl)amine chromium (III) chloride), [K+].[Br-] (KBr), M-CrCl3, N1C(=NC2=C1C=CC=C2)CN(C(C)C)CC2=NC1=C(N2)C=CC=C1 (N,N-bis(1H-benzimidazol-2-Ylmethyl)-N-isopropylamine), CrCl3(THF)3. The reactants are N1CCC2(CC1)CSC1=C(O2)C2=CC=CC=C2C(C1=O)=O (spiro[naphtho[1,2-b][1,4]oxathiine-2,4′-piperidine]-5,6-dione), ClC1=CC=C(C=C1)CC(=O)Cl ((4-chlorophenyl)acetyl chloride). The product is ClC1=CC=C(C=C1)CC(=O)N1CCC2(CC1)CSC1=C(O2)C2=CC=CC=C2C(C1=O)=O (1′-[(4-chlorophenyl)acetyl]spiro[naphtho[1,2-b][1,4]oxathiine-2,4′-piperidine]-5,6-dione). As a reaction SMILES: [NH:1]1[CH2:6][CH2:5][C:4]2([O:11][C:10]3[C:12]4[C:17]([C:18](=[O:21])[C:19](=[O:20])[C:9]=3[S:8][CH2:7]2)=[CH:16][CH:15]=[CH:14][CH:13]=4)[CH2:3][CH2:2]1.[Cl:22][C:23]1[CH:28]=[CH:27][C:26]([CH2:29][C:30](Cl)=[O:31])=[CH:25][CH:24]=1>>[Cl:22][C:23]1[CH:28]=[CH:27][C:26]([CH2:29][C:30]([N:1]2[CH2:2][CH2:3][C:4]3([O:11][C:10]4[C:12]5[C:17]([C:18](=[O:21])[C:19](=[O:20])[C:9]=4[S:8][CH2:7]3)=[CH:16][CH:15]=[CH:14][CH:13]=5)[CH2:5][CH2:6]2)=[O:31])=[CH:25][CH:24]=1. Procedure details: Compound 47 was synthesized using spiro[naphtho[1,2-b][1,4]oxathiine-2,4′-piperidine]-5,6-dione, (4-chlorophenyl)acetyl chloride and conditions outlined in procedure N. M.p.=120-125° C.; 300 MHz 1H NMR (DMSO-d6) δ 7.91 (m, 2H), 7.74 (t, 1H), 7.56 (t, 1H), 7.35 (m, 2H), 7.25 (m, 2H), 4.10 (dd, 1H), 3.94 (m, 1H), 3.77 (dd, J=3.3 Hz, 2H), 3.57 (s, 2H), 3.09 (s, 2H), 2.05 (m, 2H), 1.67 (m, 2H); LCMS: 454 [M+H]. Reactants: C1(CC1)CN(C(OC(C)(C)C)=O)CCC1=CC=C(C=C1)C1=NN(C=N1)C1=CC=C(C=C1)OC(F)(F)F (tert-butyl (cyclopropylmethyl)(4-(1-(4-(trifluoromethoxy)phenyl)-1H-1,2,4-triazol-3-yl)phenethyl)carbamate), C([O-])(O)=O.[Na+] (sodium bicarbonate). The product is C1(CC1)CNCCC1=CC=C(C=C1)C1=NN(C=N1)C1=CC=C(C=C1)OC(F)(F)F (N-(cyclopropylmethyl)-2-(4-(1-(4-(trifluoromethoxy)phenyl)-1H-1,2,4-triazol-3-yl)phenyl)ethanamine), solid. The yield is 100.0%. Reaction SMILES: [CH:1]1([CH2:4][N:5]([CH2:13][CH2:14][C:15]2[CH:20]=[CH:19][C:18]([C:21]3[N:25]=[CH:24][N:23]([C:26]4[CH:31]=[CH:30][C:29]([O:32][C:33]([F:36])([F:35])[F:34])=[CH:28][CH:27]=4)[N:22]=3)=[CH:17][CH:16]=2)C(=O)OC(C)(C)C)[CH2:3][CH2:2]1.C(=O)(O)[O-].[Na+]>>[CH:1]1([CH2:4][NH:5][CH2:13][CH2:14][C:15]2[CH:16]=[CH:17][C:18]([C:21]3[N:25]=[CH:24][N:23]([C:26]4[CH:27]=[CH:28][C:29]([O:32][C:33]([F:34])([F:35])[F:36])=[CH:30][CH:31]=4)[N:22]=3)=[CH:19][CH:20]=2)[CH2:3][CH2:2]1 |f:1.2|. Reported procedure: The title compound was prepared from tert-butyl (cyclopropylmethyl)(4-(1-(4-(trifluoromethoxy)phenyl)-1H-1,2,4-triazol-3-yl)phenethyl)carbamate (CB66), neutralized with aqueous sodium bicarbonate, and isolated as a white solid (0.125 g, 100%): mp 162-166° C.; 1H NMR (400 MHz, CDCl3) δ 8.54 (s, 1H), 8.15-8.09 (m, 2H), 7.81-7.75 (m, 2H), 7.38 (dq, J=8.9, 0.9 Hz, 2H), 7.34-7.29 (m, 2H), 3.22 (dd, J=10.2, 6.0 Hz, 2H), 3.09 (dd, J=10.0, 6.1 Hz, 2H), 2.84 (d, J=7.3 Hz, 2H), 1.11 (ddd, J=12.7, 8.1, 4.8...